Dataset: the Open Reaction Database (ORD), a public repository of structured organic reaction records. Task: describe an organic reaction: reactants, conditions, products, and yield Reactants: O (water), ClCCCCSC1=CC=CC=2N1C=CN2 (5-(4-chlorobutylthio)imidazo[1,2-a]pyridine), C(C)SC=C1C(NC(S1)=O)=O (5-(ethylthiomethylene)thiazolidine-2,4-dione), C1CCC2=NCCCN2CC1 (1,8-diazabicyclo[5.4.0]-7-undecene). Solvent: CN(C=O)C (N,N-dimethylformamide). Run at temperature 80 celsius, time 16 hour. Product: C(C)SC=C1C(N(C(S1)=O)CCCCSC1=CC=CC=2N1C=CN2)=O (5-(ethylthiomethylene)-3-[4-(imidazo[1,2-a]pyridin-5-ylthio)butyl]thiazolidine-2,4-dione). As a reaction SMILES: Cl[CH2:2][CH2:3][CH2:4][CH2:5][S:6][C:7]1[N:12]2[CH:13]=[CH:14][N:15]=[C:11]2[CH:10]=[CH:9][CH:8]=1.[CH2:16]([S:18][CH:19]=[C:20]1[S:24][C:23](=[O:25])[NH:22][C:21]1=[O:26])[CH3:17].C1CCN2C(=NCCC2)CC1.O>CN(C)C=O>[CH2:16]([S:18][CH:19]=[C:20]1[S:24][C:23](=[O:25])[N:22]([CH2:2][CH2:3][CH2:4][CH2:5][S:6][C:7]2[N:12]3[CH:13]=[CH:14][N:15]=[C:11]3[CH:10]=[CH:9][CH:8]=2)[C:21]1=[O:26])[CH3:17]. Procedure: To a solution of 601 mg (2.5 mmol) of 5-(4-chlorobutylthio)imidazo[1,2-a]pyridine and 473 mg (2.5 mmol) of 5-(ethylthiomethylene)thiazolidine-2,4-dione in 5 ml of N,N-dimethylformamide, 0.37 ml (2.5 mmol) of 1,8-diazabicyclo[5.4.0]-7-undecene was added, followed by stirring at 80° C. for 16 hours. After the reaction mixture was cooled, water was added; the mixture was extracted with ethyl acetate and dried, after which the solvent was distilled off. The residue was purified by column chromatogra... The reactants are C1(=CC=CC=C1)C(C)(C#C)O (2-phenyl-3-butyn-2-ol), BrC=1C=[N+](C=C(C1)C(C)(C)O)[O-] (3-bromo-5-(1-hydroxy-1-methylethyl)pyridine-N-oxide), C(C)(C)NC(=O)C1=CN(C2=NC=CC=C2C1=O)C1=CC(=CC=C1)Br (N-isopropyl-1-(3-bromophenyl)-1,4-dihydro[1,8]naphthyridin-4-one-3-carboxamide). The product is C(C)(C)NC(=O)C1=CN(C2=NC=CC=C2C1=O)C1=CC(=CC=C1)C#CC=1C=[N+](C=C(C1)C(C)(C)O)[O-] (N-isopropyl-1-{3-[5-(1-hydroxy-1-methylethyl)-1-oxido-3-pyridinylethynyl]phenyl}-1,4-dihydro[1,8]naphthyridin-4-one-3-carboxamide). RXN SMILES: [C:1]1([C:7](O)([C:9]#[CH:10])C)[CH:6]=[CH:5][CH:4]=[CH:3][CH:2]=1.BrC1[CH:14]=[N+:15]([O-:23])[CH:16]=[C:17]([C:19]([OH:22])([CH3:21])[CH3:20])[CH:18]=1.[CH:24]([NH:27][C:28]([C:30]1[C:39](=[O:40])[C:38]2[C:33](=[N:34][CH:35]=[CH:36][CH:37]=2)[N:32](C2C=CC=C(Br)C=2)[CH:31]=1)=[O:29])([CH3:26])[CH3:25]>>[CH:24]([NH:27][C:28]([C:30]1[C:39](=[O:40])[C:38]2[C:33](=[N:34][CH:35]=[CH:36][CH:37]=2)[N:32]([C:5]2[CH:4]=[CH:3][CH:2]=[C:1]([C:7]#[C:9][C:10]3[CH:14]=[N+:15]([O-:23])[CH:16]=[C:17]([C:19]([OH:22])([CH3:21])[CH3:20])[CH:18]=3)[CH:6]=2)[CH:31]=1)=[O:29])([CH3:25])[CH3:26]. Reported procedure: Following the procedure of EXAMPLE 15, but substituting N-isopropyl-1-(3-ethynylphenyl)-1,4-dihydro[1,8]naphthyridin-4-one-3-carboxamide from EXAMPLE 5 for 2-phenyl-3-butyn-2-ol, and 3-bromo-5-(1-hydroxy-1-methylethyl)pyridine-N-oxide from Step 2 for N-isopropyl-1-(3-bromophenyl)-1,4-dihydro[1,8]naphthyridin-4-one-3-carboxamide, the N-isopropyl-1-{3-[5-(1-hydroxy-1-methylethyl)-1-oxido-3-pyridinylethynyl]phenyl}-1,4-dihydro[1,8]naphthyridin-4-one-3-carboxamide compound was obtained as a solid.